This data is from the Open Reaction Database (ORD), a public repository of structured organic reaction records. The task is: describe an organic reaction: reactants, conditions, products, and yield Product: C12(CC3CC(CC(C1)C3)C2)COC2=CC(=C(C(=O)NS(=O)(=O)C3CC3)C=C2Cl)F (4-(adamantan-1-ylmethoxy)-5-chloro-N-(cyclopropylsulfonyl)-2-fluorobenzamide), solid. Starting materials: CS(=O)(=O)N (methanesulfonamide), C1(CC1)S(=O)(=O)N (cyclopropanesulfonamide), C12(CC3CC(CC(C1)C3)C2)COC2=CC(=C(C(=O)O)C=C2C2CC2)F (4-(adamantan-1-ylmethoxy)-5-cyclopropyl-2-fluorobenzoic acid), C12(CC3CC(CC(C1)C3)C2)COC2=CC(=C(C(=O)O)C=C2Cl)F (4-(adamantan-1-ylmethoxy)-5-chloro-2-fluorobenzoic acid). Procedure details: Following the procedure as described in Example 50 step 5 and making variations as required to replace 4-(adamantan-1-ylmethoxy)-5-cyclopropyl-2-fluorobenzoic acid with 4-(adamantan-1-ylmethoxy)-5-chloro-2-fluorobenzoic acid and methanesulfonamide with cyclopropanesulfonamide, the title compound was obtained as colorless solid (0.13 g, 49%): 1H NMR (300 MHz, DMSO-d6) δ 12.03 (s, 1H), 7.75 (d, J=7.5 Hz, 1H), 7.24 (d, J=12.5 Hz, 1H), 3.73 (s, 2H), 3.12-3.03 (m, 1H), 1.99 (s, 3H), 1.75-1.64 (m, 12H... RXN SMILES: C12(COC3C(C4CC4)=CC(C(O)=O)=C(F)C=3)CC3CC(CC(C3)C1)C2.[C:26]12([CH2:36][O:37][C:38]3[C:46]([Cl:47])=[CH:45][C:41]([C:42]([OH:44])=O)=[C:40]([F:48])[CH:39]=3)[CH2:35][CH:30]3[CH2:31][CH:32]([CH2:34][CH:28]([CH2:29]3)[CH2:27]1)[CH2:33]2.CS(N)(=O)=O.[CH:54]1([S:57]([NH2:60])(=[O:59])=[O:58])[CH2:56][CH2:55]1>>[C:26]12([CH2:36][O:37][C:38]3[C:46]([Cl:47])=[CH:45][C:41]([C:42]([NH:60][S:57]([CH:54]4[CH2:56][CH2:55]4)(=[O:59])=[O:58])=[O:44])=[C:40]([F:48])[CH:39]=3)[CH2:33][CH:32]3[CH2:34][CH:28]([CH2:29][CH:30]([CH2:31]3)[CH2:35]1)[CH2:27]2. The yield is 49.0%. The reactants are CC1=NC2=C(N1)C=C(C=C2OCC2=CC=CC=C2)C(=O)O (2-methyl-4-[(phenylmethyl)oxy]-1H-benzimidazole-6-carboxylic acid), S(=O)(Cl)Cl (thionyl chloride), CO (methanol). Solvent: C(C)(=O)OCC (ethyl acetate). Run at temperature 80 celsius, time 3 hour. Yields the product CC1=NC2=C(N1)C=C(C=C2OCC2=CC=CC=C2)C(=O)OC (Methyl 2-methyl-4-[(phenylmethyl)oxy]-1H-benzimidazole-6-carboxylate). RXN SMILES: [CH3:1][C:2]1[NH:6][C:5]2[CH:7]=[C:8]([C:19]([OH:21])=[O:20])[CH:9]=[C:10]([O:11][CH2:12][C:13]3[CH:18]=[CH:17][CH:16]=[CH:15][CH:14]=3)[C:4]=2[N:3]=1.S(Cl)(Cl)=O.[CH3:26]O>C(OCC)(=O)C>[CH3:1][C:2]1[NH:6][C:5]2[CH:7]=[C:8]([C:19]([O:21][CH3:26])=[O:20])[CH:9]=[C:10]([O:11][CH2:12][C:13]3[CH:18]=[CH:17][CH:16]=[CH:15][CH:14]=3)[C:4]=2[N:3]=1. Procedure: A mixture of 2-methyl-4-[(phenylmethyl)oxy]-1H-benzimidazole-6-carboxylic acid (10.0 g, 35.4 mmol, STEP 4 in Example 1), and thionyl chloride (5.2 mL, 7.1 mmol) in methanol (300 mL) was stirred at 80° C. for 3 hours. The mixture was diluted with ethyl acetate, and washed with saturated ammonium chloride aqueous solution. The organic layer was dried over magnesium sulfate, and concentrated in vacuum. The residue was diluted with methanol, filtered to remove the precipitate, and the filtrate was c... Reactants: BrC1=C(C=C(C=C1)Cl)C1=CC(N(C=C1)C(C(=O)O)CC1=CC=NC=C1)=O (2-[4-(2-bromo-5-chlorophenyl)-2-oxopyridin-1(2H)-yl]-3-(pyridin-4-yl)propanoic acid), NC1=CC=C(C(=O)OC(C)(C)C)C=C1 (tert-butyl 4-aminobenzoate). Yields the product BrC1=C(C=C(C=C1)Cl)C1=CC(N(C=C1)C(C(=O)NC1=CC=C(C(=O)OC(C)(C)C)C=C1)CC1=CC=NC=C1)=O (tert-Butyl 4-({2-[4-(2-bromo-5-chlorophenyl)-2-oxopyridin-1(2H)-yl]-3-(pyridin-4-yl)propanoyl}amino)benzoate). As a reaction SMILES: [Br:1][C:2]1[CH:7]=[CH:6][C:5]([Cl:8])=[CH:4][C:3]=1[C:9]1[CH:14]=[CH:13][N:12]([CH:15]([CH2:19][C:20]2[CH:25]=[CH:24][N:23]=[CH:22][CH:21]=2)[C:16](O)=[O:17])[C:11](=[O:26])[CH:10]=1.[NH2:27][C:28]1[CH:40]=[CH:39][C:31]([C:32]([O:34][C:35]([CH3:38])([CH3:37])[CH3:36])=[O:33])=[CH:30][CH:29]=1>>[Br:1][C:2]1[CH:7]=[CH:6][C:5]([Cl:8])=[CH:4][C:3]=1[C:9]1[CH:14]=[CH:13][N:12]([CH:15]([CH2:19][C:20]2[CH:25]=[CH:24][N:23]=[CH:22][CH:21]=2)[C:16]([NH:27][C:28]2[CH:40]=[CH:39][C:31]([C:32]([O:34][C:35]([CH3:36])([CH3:37])[CH3:38])=[O:33])=[CH:30][CH:29]=2)=[O:17])[C:11](=[O:26])[CH:10]=1. Reported procedure: 1.8 g (purity 76%, 3.2 mmol) of 2-[4-(2-bromo-5-chlorophenyl)-2-oxopyridin-1(2H)-yl]-3-(pyridin-4-yl)propanoic acid (racemate) and 1.1 eq. of tert-butyl 4-aminobenzoate were reacted according to General Method 5A. Yield: 734 mg (purity 92%, 35% of theory) Procedure: Reaction of 1f with 2n produced 3as. MS found M+H=497. The oxalate salt of 3ar was recrystallized from methanol/ether. As a reaction SMILES: Br[CH2:2][CH2:3][CH2:4][C:5]([C:11]1[CH:16]=[CH:15][C:14]([O:17][CH3:18])=[C:13]([O:19][CH3:20])[CH:12]=1)([CH:8]([CH3:10])[CH3:9])[C:6]#[N:7].[CH3:21][NH:22][CH2:23][CH2:24][C:25]1[CH:26]=[C:27]([CH:35]=[CH:36][CH:37]=1)[C:28]([O:30][CH2:31][CH2:32][O:33][CH3:34])=[O:29]>>[C:6]([C:5]([C:11]1[CH:16]=[CH:15][C:14]([O:17][CH3:18])=[C:13]([O:19][CH3:20])[CH:12]=1)([CH:8]([CH3:10])[CH3:9])[CH2:4][CH2:3][CH2:2][N:22]([CH3:21])[CH2:23][CH2:24][C:25]1[CH:26]=[C:27]([CH:35]=[CH:36][CH:37]=1)[C:28]([O:30][CH2:31][CH2:32][O:33][CH3:34])=[O:29])#[N:7]. Yields the product C(#N)C(CCCN(CCC=1C=C(C(=O)OCCOC)C=CC1)C)(C(C)C)C1=CC(=C(C=C1)OC)OC (2-Methoxyethyl 3-(2-((4-cyano-4-(3,4-dimethoxyphenyl)-5-methylhexyl)(methyl)amino)ethyl)benzoate). The reactants are BrCCCC(C#N)(C(C)C)C1=CC(=C(C=C1)OC)OC (5-Bromo-2-(3,4-dimethoxyphenyl)-2-isopropylpentanenitrile), CNCCC=1C=C(C(=O)OCCOC)C=CC1 (2-Methoxyethyl 3-(2-(methylamino)ethyl)benzoate).